From a dataset of the Open Reaction Database (ORD), a public repository of structured organic reaction records. describe an organic reaction: reactants, conditions, products, and yield The reactants are C12CN(CC(CC1)CC2)CCN2CC1=C(CC2)C2=C(OC1=O)C=C(C(=C2)[N+](=O)[O-])C (3-[2-(3-azabicyclo[3.2.2]non-3-yl)ethyl]-1,2,3,4-tetrahydro-8-methyl-9-nitro-5H-[1]benzopyrano[3,4-c]pyridin-5-one), [H][H] (hydrogen). Reagents/catalysts: [Ni] (Raney Nickel). Solvent: CN(C=O)C (N,N-dimethylformamide). The product is NC=1C(=CC2=C(C1)C1=C(CN(CC1)CCN1CC3CCC(C1)CC3)C(O2)=O)C (9-Amino-3-[2-(3-azabicyclo[3.2.2]non-3-yl)ethyl]-1,2,3,4-tetrahydro-8-methyl-5H-[1]benzopyrano[3,4-c]pyridin-5-one). The yield is 51.4%. RXN SMILES: [CH:1]12[CH2:9][CH2:8][CH:5]([CH2:6][CH2:7]1)[CH2:4][N:3]([CH2:10][CH2:11][N:12]1[CH2:17][CH2:16][C:15]3[C:18]4[CH:26]=[C:25]([N+:27]([O-])=O)[C:24]([CH3:30])=[CH:23][C:19]=4[O:20][C:21](=[O:22])[C:14]=3[CH2:13]1)[CH2:2]2.[H][H]>CN(C)C=O.[Ni]>[NH2:27][C:25]1[C:24]([CH3:30])=[CH:23][C:19]2[O:20][C:21](=[O:22])[C:14]3[CH2:13][N:12]([CH2:11][CH2:10][N:3]4[CH2:2][CH:1]5[CH2:9][CH2:8][CH:5]([CH2:6][CH2:7]5)[CH2:4]4)[CH2:17][CH2:16][C:15]=3[C:18]=2[CH:26]=1. Procedure: A solution of 3-[2-(3-azabicyclo[3.2.2]non-3-yl)ethyl]-1,2,3,4-tetrahydro-8-methyl-9-nitro-5H-[1]benzopyrano[3,4-c]pyridin-5-one (10.5 g, 0.026 moles) in N,N-dimethylformamide (300 ml) is hydrogenated at 50 psi at 24° C. in the presence of Raney Nickel until the required amount of hydrogen has been taken up. The catalyst is filtered off and rinsed with hot N,N-dimethylformamide until free of organic material. The filtrate is slightly concentrated and cooled to give the product. Recrystallization... Reactants: CCOC(=O)CCCn1ccc2c(-c3noc(-c4ccc(OC(C)C)c(C#N)c4)n3)cccc21, CCO, [Na+], C1COCCO1, [OH-], O. RXN SMILES: [C:1](#[N:2])[c:3]1[cH:4][c:5](-[c:13]2[n:14][c:15](-[c:18]3[c:19]4[cH:20][cH:21][n:22]([CH2:27][CH2:28][CH2:29][C:30](=[O:31])[O:32][CH2:33][CH3:34])[c:23]4[cH:24][cH:25][cH:26]3)[n:16][o:17]2)[cH:6][cH:7][c:8]1[O:9][CH:10]([CH3:11])[CH3:12].[CH3:44][CH2:45][OH:46].[Na+:36].[O:38]1[CH2:39][CH2:40][O:41][CH2:42][CH2:43]1.[OH-:35].[OH2:37]>>[C:1](#[N:2])[c:3]1[cH:4][c:5](-[c:13]2[n:14][c:15](-[c:18]3[c:19]4[cH:20][cH:21][n:22]([CH2:27][CH2:28][CH2:29][C:30](=[O:31])[O-:32])[c:23]4[cH:24][cH:25][cH:26]3)[n:16][o:17]2)[cH:6][cH:7][c:8]1[O:9][CH:10]([CH3:11])[CH3:12].[Na+:36]. The product is CC(C)Oc1ccc(-c2nc(-c3cccc4c3ccn4CCCC(=O)[O-])no2)cc1C#N, [Na+]. Starting materials: O=C([O-])O, Cc1c(C(O)C(C)C)oc2ccc(F)cc12, [Na+], C1CCOC1, O=S(Cl)Cl. The product is Cc1c(C(Cl)C(C)C)oc2ccc(F)cc12. Reaction SMILES: [C:21](=[O:22])([O-:23])[OH:24].[F:1][c:2]1[cH:3][cH:4][c:5]2[c:6]([c:7]([CH3:15])[c:8]([CH:10]([CH:11]([CH3:12])[CH3:13])[OH:14])[o:9]2)[cH:16]1.[Na+:25].[O:26]1[CH2:27][CH2:28][CH2:29][CH2:30]1.[S:17]([Cl:18])([Cl:19])=[O:20]>>[F:1][c:2]1[cH:3][cH:4][c:5]2[c:6]([c:7]([CH3:15])[c:8]([CH:10]([CH:11]([CH3:12])[CH3:13])[Cl:19])[o:9]2)[cH:16]1. The reactants are ClC1=CC=C(C=C1)C1(CCC1)C(CCCC(C#N)C)N(C)C (6-[1-(4-chlorophenyl)cyclobutyl]-6-dimethylamino-2-methylhexanenitrile), C[Mg]Br (methylmagnesium bromide), [OH-].[Na+] (sodium hydroxide), Cl (hydrochloric acid). Run in CCOCC (ether), C1(=CC=CC=C1)C (toluene), CCOCC (ether). Run at temperature 20 celsius, time 1 hour. The product is ClC1=CC=C(C=C1)C1(CCC1)C(CCCC(C(C)=O)C)N(C)C (7-[1-(4-chlorophenyl)-cyclobutyl]-7-dimethylamino-3-methylheptan-2-one). RXN SMILES: Cl[C:2]1[CH:7]=[CH:6][C:5]([C:8]2([CH:12]([N:20]([CH3:22])[CH3:21])[CH2:13][CH2:14][CH2:15][CH:16]([CH3:19])[C:17]#N)[CH2:11][CH2:10][CH2:9]2)=[CH:4][CH:3]=1.[CH3:23][Mg]Br.[ClH:26].[OH-:27].[Na+]>CCOCC.C1(C)C=CC=CC=1>[Cl:26][C:2]1[CH:7]=[CH:6][C:5]([C:8]2([CH:12]([N:20]([CH3:22])[CH3:21])[CH2:13][CH2:14][CH2:15][CH:16]([CH3:19])[C:17](=[O:27])[CH3:23])[CH2:11][CH2:10][CH2:9]2)=[CH:4][CH:3]=1 |f:3.4|. Procedure details: A solution of 6-[1-(4-chlorophenyl)cyclobutyl]-6-dimethylamino-2-methylhexanenitrile (2.25 g) in ether (15 ml) was added to a solution of methylmagnesium bromide [prepared from magnesium (0.29 g) and excess methylbromide gas in ether (20 ml)]. The mixture was stirred for one hour at 20° C. and then the ether was replaced by toluene (40 ml) and the mixture heated at 90° C. for 4 hours and then allowed to stand for 21/2 days at ambient temperature. The mixture was added to 1N hydrochloric acid (10...